Dataset: the Open Reaction Database (ORD), a public repository of structured organic reaction records. Task: describe an organic reaction: reactants, conditions, products, and yield The reactants are N(CC(=O)O)C(=O)OC(C)(C)C (Boc-Gly-OH), C1=CN(C=N1)C(=O)N2C=CN=C2 (CDI), CC(=C)[C@@H]1CC[C@]2([C@H]1[C@H]3CC[C@@H]4[C@]5(CC[C@@H](C([C@@H]5CC[C@]4([C@@]3(CC2)C)C)(C)C)O)C)C(=O)O (betulinic acid). Run in C1CCOC1 (THF). Reaction conditions: time 2 hour. The product is N(CC(=O)O)C(=O)OC(C)(C)C.CC(=C)[C@@H]1CC[C@]2([C@H]1[C@H]3CC[C@@H]4[C@]5(CC[C@@H](C([C@@H]5CC[C@]4([C@@]3(CC2)C)C)(C)C)O)C)C(=O)O (Boc-Gly betulinic acid). Isolated yield 95.0%. Reaction SMILES: [NH:1]([C:6]([O:8][C:9]([CH3:12])([CH3:11])[CH3:10])=[O:7])[CH2:2][C:3]([OH:5])=[O:4].C1N=CN(C(N2C=NC=C2)=O)C=1.[CH3:25][C:26]([C@H:28]1[C@@H:32]2[C@@H:33]3[C@@:46]([CH3:49])([CH2:47][CH2:48][C@@:31]2([C:55]([OH:57])=[O:56])[CH2:30][CH2:29]1)[C@@:45]1([CH3:50])[C@@H:36]([C@:37]2([CH3:54])[C@@H:42]([CH2:43][CH2:44]1)[C:41]([CH3:52])([CH3:51])[C@@H:40]([OH:53])[CH2:39][CH2:38]2)[CH2:35][CH2:34]3)=[CH2:27]>C1COCC1>[NH:1]([C:6]([O:8][C:9]([CH3:12])([CH3:11])[CH3:10])=[O:7])[CH2:2][C:3]([OH:5])=[O:4].[CH3:27][C:26]([C@H:28]1[C@@H:32]2[C@@H:33]3[C@@:46]([CH3:49])([CH2:47][CH2:48][C@@:31]2([C:55]([OH:57])=[O:56])[CH2:30][CH2:29]1)[C@@:45]1([CH3:50])[C@@H:36]([C@:37]2([CH3:54])[C@@H:42]([CH2:43][CH2:44]1)[C:41]([CH3:51])([CH3:52])[C@@H:40]([OH:53])[CH2:39][CH2:38]2)[CH2:35][CH2:34]3)=[CH2:25] |f:4.5|. Procedure: To a solution of Boc-Gly-OH (525 mg, 3 mmol) in THF (5 ml) was added CDI (486 mg, 3 mmol). The mixture was stirred at room temperature for 2 hours, then betulinic acid (684 mg, 1.5 mmol) was added. The resulting mixture was refluxed overnight. After removal of solvent, the residue was dissolved in dichloromethane, washed with water, followed by brine, and dried over Na2SO4. After removal of solvent, the residue was purified by a column chromatography on silica gel with EtOAc/-hexane as an eluent... The reactants are C1(C=2C(C(N1)=O)=CC=CC2)=O (Phthalimide), C1(=CC=CC=C1)P(C1=CC=CC=C1)C1=CC=CC=C1 (triphenylphosphine), N(=NC(=O)OCC)C(=O)OCC (diethyl azodicarboxylate), OCCC=1N=C(OC1)\C=C\C1=CC=CC=C1 (4-(2-hydroxyethyl)-2-(trans-styryl)oxazole). Run in O1CCCC1 (tetrahydrofuran). Reaction conditions: time 4 hour. The product is C(=C\C1=CC=CC=C1)/C=1OC=C(N1)CCN1C(C=2C(C1=O)=CC=CC2)=O (N-[2-[2-(trans-Styryl)oxazol-4-yl]ethyl]phthalimide). Yield: 95.7%. Reaction SMILES: [C:1]1(=[O:11])[NH:5][C:4](=[O:6])[C:3]2=[CH:7][CH:8]=[CH:9][CH:10]=[C:2]12.C1(P(C2C=CC=CC=2)C2C=CC=CC=2)C=CC=CC=1.N(C(OCC)=O)=NC(OCC)=O.O[CH2:44][CH2:45][C:46]1[N:47]=[C:48](/[CH:51]=[CH:52]/[C:53]2[CH:58]=[CH:57][CH:56]=[CH:55][CH:54]=2)[O:49][CH:50]=1>O1CCCC1>[CH:51](/[C:48]1[O:49][CH:50]=[C:46]([CH2:45][CH2:44][N:5]2[C:1](=[O:11])[C:2]3=[CH:10][CH:9]=[CH:8][CH:7]=[C:3]3[C:4]2=[O:6])[N:47]=1)=[CH:52]\[C:53]1[CH:58]=[CH:57][CH:56]=[CH:55][CH:54]=1. Procedure: Phthalimide (200 mg), triphenylphosphine (357 mg) and diethyl azodicarboxylate (0.214 ml) were added to a solution of 4-(2-hydroxyethyl)-2-(trans-styryl)oxazole (292 mg) in tetrahydrofuran (15 ml) at room temperature, and the mixture was stirred for 4 hours. The solvent of the reaction mixture was distilled off under reduced pressure. The residue was purified by column chromatography on silica gel (hexane:ethyl acetate=3:1) to obtain the title compound (447 mg) as a colorless solid.